From a dataset of the Open Reaction Database (ORD), a public repository of structured organic reaction records. describe an organic reaction: reactants, conditions, products, and yield The reactants are O1CCCC2=CC(=CC=C12)C1=C2C(=NC(=C1C(C(=O)OC)O)C)NC=C2 (methyl 2-(4-(chroman-6-yl)-6-methyl-1H-pyrrolo[2,3-b]pyridin-5-yl)-2-hydroxyacetate), Cl(=O)(=O)(=O)O (perchloric acid). Run in C(C)(C)(C)OC(=O)C (t-BuOAc). Conditions: time 45 minute. The product is C(C)(C)(C)OC(C(=O)OC)C=1C(=C2C(=NC1C)NC=C2)C=2C=C1CCCOC1=CC2 (methyl 2-(tert-butoxy)-2-(4-(chroman-6-yl)-6-methyl-1H-pyrrolo[2,3-b]pyridin-5-yl)acetate). As a reaction SMILES: [O:1]1[C:10]2[C:5](=[CH:6][C:7]([C:11]3[C:16]([CH:17]([OH:22])[C:18]([O:20][CH3:21])=[O:19])=[C:15]([CH3:23])[N:14]=[C:13]4[NH:24][CH:25]=[CH:26][C:12]=34)=[CH:8][CH:9]=2)[CH2:4][CH2:3][CH2:2]1.Cl(O)(=O)(=O)=O>C(OC(C)=O)(C)(C)C>[C:5]([O:22][CH:17]([C:16]1[C:11]([C:7]2[CH:6]=[C:5]3[C:10](=[CH:9][CH:8]=2)[O:1][CH2:2][CH2:3][CH2:4]3)=[C:12]2[CH:26]=[CH:25][NH:24][C:13]2=[N:14][C:15]=1[CH3:23])[C:18]([O:20][CH3:21])=[O:19])([CH3:10])([CH3:6])[CH3:4]. Procedure details: A solution of crude methyl 2-(4-(chroman-6-yl)-6-methyl-1H-pyrrolo[2,3-b]pyridin-5-yl)-2-hydroxyacetate in t-BuOAc (22 mL) was treated with perchloric acid (0.131 mL, 2.176 mmol) and stirred at ambient temperature for 30-60 minutes until LCMS indicates reaction was nearly complete (70-90% conversion to desired product). The mixture was then cooled in an ice bath, quenched with saturated sodium bicarbonate and then extracted with EtOAc. The extracts were washed with brine, dried over Na2SO4, filt... Starting materials: OC1=CC(=CC(=N1)OC1=CC(=NN1C)C(F)(F)F)C (6-Hydroxy-2-(1-methyl-3-trifluoromethylpyrazol-5-yloxy)-4-methylpyridine), FC(SCCO)(F)F (2-(trifluoromethylthio)-ethanol), C1(=CC=CC=C1)P(C1=CC=CC=C1)C1=CC=CC=C1 (triphenylphosphine), N(=NC(=O)OCC)C(=O)OCC (diethyl azodicarboxylate). The solvent is O1CCCC1 (tetrahydrofuran), CCCCC.C(C)(=O)OCC (pentane ethyl acetate). Run at time 20 hour. The product is CN1N=C(C=C1OC1=NC(=CC(=C1)C)OCCSC(F)(F)F)C(F)(F)F (2-(1-methyl-3-trifluoromethylpyrazol-5-yloxy)-6-(2-trifluoromethylthioethoxy)-4-methylpyridine). Yield: 55.7%. As a reaction SMILES: [OH:1][C:2]1[N:7]=[C:6]([O:8][C:9]2[N:13]([CH3:14])[N:12]=[C:11]([C:15]([F:18])([F:17])[F:16])[CH:10]=2)[CH:5]=[C:4]([CH3:19])[CH:3]=1.[F:20][C:21]([F:27])([F:26])[S:22][CH2:23][CH2:24]O.C1(P(C2C=CC=CC=2)C2C=CC=CC=2)C=CC=CC=1.N(C(OCC)=O)=NC(OCC)=O>O1CCCC1.CCCCC.C(OCC)(=O)C>[CH3:14][N:13]1[C:9]([O:8][C:6]2[CH:5]=[C:4]([CH3:19])[CH:3]=[C:2]([O:1][CH2:24][CH2:23][S:22][C:21]([F:27])([F:26])[F:20])[N:7]=2)=[CH:10][C:11]([C:15]([F:18])([F:17])[F:16])=[N:12]1 |f:5.6|. Procedure details: A mixture of 1A (0.55 g), 2-(trifluoromethylthio)-ethanol (0.35 g, Example A), triphenylphosphine (0.64 g) and diethyl azodicarboxylate (0.42 g) in dry tetrahydrofuran (5 ml) is stirred for 20 hours at ambient temperature. The reaction mixture is diluted with pentane/ethyl acetate (by volume ration 1/1) and filtered through a bed of silica gel. The filtrate is washed with water. The organic layer is dried with anhydrous magnesium sulfate, filtered and evaporated in vacuo. Purification by flash c... Starting materials: ClC1=C(C#N)C=CC(=C1)NCC(F)(F)F (2-chloro-4-[(2,2,2-trifluoroethyl)amino]benzonitrile), BrC(C(=O)OC(C)(C)C)C (1,1-dimethylethyl 2-bromopropanoate). Product: ClC=1C=C(C=CC1C#N)N([C@@H](C)C(=O)OC(C)(C)C)CC(F)(F)F (1,1-Dimethylethyl N-(3-chloro-4-cyanophenyl)-N-(2,2,2-trifluoroethyl)alaninate). Reaction SMILES: [Cl:1][C:2]1[CH:9]=[C:8]([NH:10][CH2:11][C:12]([F:15])([F:14])[F:13])[CH:7]=[CH:6][C:3]=1[C:4]#[N:5].Br[CH:17]([CH3:25])[C:18]([O:20][C:21]([CH3:24])([CH3:23])[CH3:22])=[O:19]>>[Cl:1][C:2]1[CH:9]=[C:8]([N:10]([CH2:11][C:12]([F:13])([F:14])[F:15])[C@H:17]([C:18]([O:20][C:21]([CH3:24])([CH3:23])[CH3:22])=[O:19])[CH3:25])[CH:7]=[CH:6][C:3]=1[C:4]#[N:5]. Procedure: Synthesized in a manner similar to example 1B using 2-chloro-4-[(2,2,2-trifluoroethyl)amino]benzonitrile and 1,1-dimethylethyl 2-bromopropanoate: MS (ES) m/z 363 (M+1). Starting materials: CN1C(=NCCC1)S (1-methyl-1,4,5,6-tetrahydro-2-pyrimidinethiol), COC=1C=C2C=C(NC2=CC1)C(=O)O (5-methoxy-indole-2-carboxylic acid), II (iodine), [I-].[K+] (potassium iodide). Run in O (water), CO (methanol), O (water). Yields the product I.COC=1C=C2C(=C(NC2=CC1)C(=O)O)SC=1N(CCCN1)C (5-methoxy-3-(1-methyl-1,4,5,6-tetrahydro-2-pyrimidinylthio)-indole-2-carboxylic acid hydriodide). As a reaction SMILES: [CH3:1][O:2][C:3]1[CH:4]=[C:5]2[C:9](=[CH:10][CH:11]=1)[NH:8][C:7]([C:12]([OH:14])=[O:13])=[CH:6]2.[I:15]I.[I-].[K+].[CH3:19][N:20]1[CH2:25][CH2:24][CH2:23][N:22]=[C:21]1[SH:26]>CO.O>[IH:15].[CH3:1][O:2][C:3]1[CH:4]=[C:5]2[C:9](=[CH:10][CH:11]=1)[NH:8][C:7]([C:12]([OH:14])=[O:13])=[C:6]2[S:26][C:21]1[N:20]([CH3:19])[CH2:25][CH2:24][CH2:23][N:22]=1 |f:2.3,7.8|. Procedure details: A solution of 3.45 g of 5-methoxy-indole-2-carboxylic acid in 50 ml methanol is added to a solution of 4.57 g of iodine and 9 g of potassium iodide in 27 ml of water. This is treated with a solution of 2.34 g of 1-methyl-1,4,5,6-tetrahydro-2-pyrimidinethiol in 30 ml of water. The reaction is carried out and worked up as described under Example 1 to yield 5-methoxy-3-(1-methyl-1,4,5,6-tetrahydro-2-pyrimidinylthio)-indole-2-carboxylic acid hydriodide which melts at 256° (with decomposition) after ... Reported procedure: An autoclave equipped with a stirrer and distillation outlet was charged with 166 g (1.00 mole) of terephthalic acid, 180 g (2.00 moles) of 1,4-butanediol, and a small amount of lithium acetate as a catalyst. After the autoclave was provided with nitrogen at 3 kg/cm2, the mixture was reacted at 260° C. for 3 hours to obtain BHBT. RXN SMILES: [C:1]([OH:12])(=[O:11])[C:2]1[CH:10]=[CH:9][C:5]([C:6]([OH:8])=[O:7])=[CH:4][CH:3]=1.[CH2:13]([OH:18])[CH2:14][CH2:15][CH2:16]O>C([O-])(=O)C.[Li+]>[OH:7][CH2:6][CH2:5][CH2:4][CH2:3][O:7][C:6](=[O:8])[C:5]1[CH:9]=[CH:10][C:2]([C:1]([O:12][CH2:16][CH2:15][CH2:14][CH2:13][OH:18])=[O:11])=[CH:3][CH:4]=1 |f:2.3|. Product: OCCCCOC(C1=CC=C(C(=O)OCCCCO)C=C1)=O (bis(4-hydroxybutyl)terephthalate). The reagents and catalysts are C(C)(=O)[O-].[Li+] (lithium acetate). Starting materials: C(C1=CC=C(C(=O)O)C=C1)(=O)O (terephthalic acid), C(CCCO)O (1,4-butanediol). Starting materials: glass, [OH-].C(CCC)[N+](CCCC)(CCCC)CCCC (tetrabutylammonium hydroxide), xylenes, C(C=C)(=O)O (acrylic acid). Reaction conditions: temperature 65 celsius, time 6 hour. Product: C(C=C)(=O)[O-].C(CCC)[N+](CCCC)(CCCC)CCCC (tetrabutylammonium acrylate). Reaction SMILES: [C:1]([OH:5])(=[O:4])[CH:2]=[CH2:3].[OH-].[CH2:7]([N+:11]([CH2:20][CH2:21][CH2:22][CH3:23])([CH2:16][CH2:17][CH2:18][CH3:19])[CH2:12][CH2:13][CH2:14][CH3:15])[CH2:8][CH2:9][CH3:10]>>[C:1]([O-:5])(=[O:4])[CH:2]=[CH2:3].[CH2:20]([N+:11]([CH2:7][CH2:8][CH2:9][CH3:10])([CH2:12][CH2:13][CH2:14][CH3:15])[CH2:16][CH2:17][CH2:18][CH3:19])[CH2:21][CH2:22][CH3:23] |f:1.2,3.4|. Procedure details: A 5 liter glass reaction vessel, fitted with a magnetic stirrer, a hose connector, and a septum were purged with nitrogen. Operating in an atmosphere of nitrogen, 297 grams of poly(isobutylene-co-parabromomethylstyrene) (Mv=1.2M, 1.7% para-bromomethylstyrene) was placed into the vessel along with 3.5 liters of xylenes. The polymer was dissolved with stirring under a partial vacuum of 100 mm Hg with a nitrogen sparge attached at the bottom of the solution. A xylene solution of tetrabutylammonium ... Yields the product Cc1c(Cl)cccc1N(CC1CCCC1)C(=O)Nc1ncc(SCC(=O)O)s1. Reaction SMILES: [CH2:1]([CH3:2])[O:3][C:4]([CH2:5][S:6][c:7]1[cH:8][n:9][c:10]([NH:12][C:13](=[O:14])[N:15]([CH2:16][CH:17]2[CH2:18][CH2:19][CH2:20][CH2:21]2)[c:22]2[c:23]([CH3:29])[c:24]([Cl:28])[cH:25][cH:26][cH:27]2)[s:11]1)=[O:30].[CH2:75]([O:76][C:77](=[O:78])[CH2:79][S:80][c:81]1[s:82][c:83]([NH2:84])[n:85][cH:86]1)[CH3:87].[CH:31]1([CH2:32][N:33]([c:34]2[cH:35][cH:36][c:37]([S:38]([CH3:39])(=[O:40])=[O:41])[cH:42][cH:43]2)[C:44](=[O:45])[NH:46][c:47]2[s:48][cH:49][c:50]([CH2:51][C:52]([OH:53])=[O:54])[n:55]2)[CH2:56][CH2:57][CH2:58][CH2:59]1.[CH:60]1([CH2:61][NH:62][c:63]2[cH:64][cH:65][cH:66][c:67]([Cl:68])[c:69]2[CH3:70])[CH2:71][CH2:72][CH2:73][CH2:74]1>>[O:3]=[C:4]([CH2:5][S:6][c:7]1[cH:8][n:9][c:10]([NH:12][C:13](=[O:14])[N:15]([CH2:16][CH:17]2[CH2:18][CH2:19][CH2:20][CH2:21]2)[c:22]2[c:23]([CH3:29])[c:24]([Cl:28])[cH:25][cH:26][cH:27]2)[s:11]1)[OH:30]. Starting materials: CCOC(=O)CSc1cnc(NC(=O)N(CC2CCCC2)c2cccc(Cl)c2C)s1, CCOC(=O)CSc1cnc(N)s1, CS(=O)(=O)c1ccc(N(CC2CCCC2)C(=O)Nc2nc(CC(=O)O)cs2)cc1, Cc1c(Cl)cccc1NCC1CCCC1. Reactants: Cl.Cl.NCC1=NC2=CC=C(C=C2C(=N1)N(C)C1=CC=C(C=C1)OC)N (2-Aminomethyl-N4-(4-methoxyphenyl)-N4-methylquinazoline-4,6-diamine bis(hydrochloride)), NCC1=NC2=CC=C(C=C2C(=N1)N(C)C1=CC=C(C=C1)OC)[N+](=O)[O-] ((2-Aminomethyl-6-nitro-quinazolin-4-yl)-(4-methoxy-phenyl)-methyl-amine). Reagents/catalysts: [Pd] (Pd/C). The solvent is CC(=O)O (AcOH). Yields the product NCC1=NC2=CC=C(C=C2C(=N1)N(C)C1=CC=C(C=C1)OC)N (2-Aminomethyl-N4-(4-methoxy-phenyl)-N4-methyl-quinazoline-4,6-diamine). The yield is 52.0%. RXN SMILES: Cl.Cl.[NH2:3][CH2:4][C:5]1[N:14]=[C:13]([N:15]([C:17]2[CH:22]=[CH:21][C:20]([O:23][CH3:24])=[CH:19][CH:18]=2)[CH3:16])[C:12]2[C:7](=[CH:8][CH:9]=[C:10]([NH2:25])[CH:11]=2)[N:6]=1.NCC1N=C(N(C2C=CC(OC)=CC=2)C)C2C(=CC=C([N+]([O-])=O)C=2)N=1>CC(O)=O.[Pd]>[NH2:3][CH2:4][C:5]1[N:14]=[C:13]([N:15]([C:17]2[CH:22]=[CH:21][C:20]([O:23][CH3:24])=[CH:19][CH:18]=2)[CH3:16])[C:12]2[C:7](=[CH:8][CH:9]=[C:10]([NH2:25])[CH:11]=2)[N:6]=1 |f:0.1.2|. Procedure details: 2-Aminomethyl-N4-(4-methoxyphenyl)-N4-methylquinazoline-4,6-diamine bis(hydrochloride): (2-Aminomethyl-6-nitro-quinazolin-4-yl)-(4-methoxy-phenyl)-methyl-amine (120 mg, 0.35 mmol) was hydrogenated over 10% Pd/C in AcOH (5 mL) for 1 h. The suspension was filtered through Celite, washing with MeOH, and concentrated. The residue was suspended in CH2Cl2 and treated with Na2CO3. The mixture was then concentrated onto Celite and purified by gradient MPLC (amine column, MeOH/CH2Cl2, 0-100%). The residu... Starting materials: O=C1C=CCCC1, CCCCCCC(C)(C)c1ccc(Br)c(OCc2ccccc2)c1, Cl, [I-], [Mg], C1CCOC1, O. Yields the product CCCCCCC(C)(C)c1ccc(C2CCCC(=O)C2)c(OCc2ccccc2)c1. Reaction SMILES: [C:27]1(=[O:33])[CH:28]=[CH:29][CH2:30][CH2:31][CH2:32]1.[CH2:1]([c:2]1[cH:3][cH:4][cH:5][cH:6][cH:7]1)[O:8][c:9]1[cH:10][c:11]([C:16]([CH3:17])([CH2:18][CH2:19][CH2:20][CH2:21][CH2:22][CH3:23])[CH3:24])[cH:12][cH:13][c:14]1[Br:15].[ClH:34].[I-:26].[Mg:25].[O:36]1[CH2:37][CH2:38][CH2:39][CH2:40]1.[OH2:35]>>[CH2:1]([c:2]1[cH:3][cH:4][cH:5][cH:6][cH:7]1)[O:8][c:9]1[cH:10][c:11]([C:16]([CH3:17])([CH2:18][CH2:19][CH2:20][CH2:21][CH2:22][CH3:23])[CH3:24])[cH:12][cH:13][c:14]1[CH:29]1[CH2:28][C:27](=[O:33])[CH2:32][CH2:31][CH2:30]1. Reactants: BrC=1C=NC=CC1CN ((3-bromopyridin-4-yl) methanamine), C(=O)([O-])[O-].[Na+].[Na+] (Na2CO3), C(C)S(=O)(=O)Cl (ethanesulfonyl chloride). Run in C(Cl)Cl (DCM), C(Cl)Cl (DCM). Conditions: time 16 hour. The product is BrC=1C=NC=CC1CNS(=O)(=O)CC (ethanesulfonic acid (3-bromo-pyridin-4-ylmethyl)-amide). The yield is 55.1%. RXN SMILES: [Br:1][C:2]1[CH:3]=[N:4][CH:5]=[CH:6][C:7]=1[CH2:8][NH2:9].C([O-])([O-])=O.[Na+].[Na+].[CH2:16]([S:18](Cl)(=[O:20])=[O:19])[CH3:17]>C(Cl)Cl>[Br:1][C:2]1[CH:3]=[N:4][CH:5]=[CH:6][C:7]=1[CH2:8][NH:9][S:18]([CH2:16][CH3:17])(=[O:20])=[O:19] |f:1.2.3|. Reported procedure: To a solution of (3-bromopyridin-4-yl) methanamine (720 mg, 3.9 mmol) in DCM (20 mL) is added Na2CO3 (1.2 g, 11 mmol). Then ethanesulfonyl chloride (740 mg, 5.8 mmol) is added dropwise under N2 atmosphere at 0° C. The mixture is stirred at room temperature for 16 hrs and it is diluted with DCM. The mixture is washed with water and brine, dried over Na2SO4, filtered and concentrated. The crude product is purified by flash column chromatography to give 600 mg of ethanesulfonic acid (3-bromo-pyridi...